This data is from the Open Reaction Database (ORD), a public repository of structured organic reaction records. The task is: describe an organic reaction: reactants, conditions, products, and yield The reactants are [Al+3], [H-], [H-], [H-], [H-], [Li+], C1CCOC1, O=S(=O)(c1ccccc1)n1c(C2(O)OC(COCc3ccccc3)C(OCc3ccccc3)C(OCc3ccccc3)C2OCc2ccccc2)cc2ccccc21. Yields the product O=S(=O)(c1ccccc1)n1c(C(O)C(OCc2ccccc2)C(OCc2ccccc2)C(OCc2ccccc2)C(O)COCc2ccccc2)cc2ccccc21. As a reaction SMILES: [Al+3:60].[H-:59].[H-:62].[H-:63].[H-:64].[Li+:61].[O:65]1[CH2:66][CH2:67][CH2:68][CH2:69]1.[c:1]1([S:7](=[O:8])(=[O:9])[n:10]2[c:11]([C:19]3([OH:20])[CH:21]([O:22][CH2:23][c:24]4[cH:25][cH:26][cH:27][cH:28][cH:29]4)[CH:30]([O:31][CH2:32][c:33]4[cH:34][cH:35][cH:36][cH:37][cH:38]4)[CH:39]([O:40][CH2:41][c:42]4[cH:43][cH:44][cH:45][cH:46][cH:47]4)[CH:48]([CH2:50][O:51][CH2:52][c:53]4[cH:54][cH:55][cH:56][cH:57][cH:58]4)[O:49]3)[cH:12][c:13]3[cH:14][cH:15][cH:16][cH:17][c:18]23)[cH:2][cH:3][cH:4][cH:5][cH:6]1>>[c:1]1([S:7](=[O:8])(=[O:9])[n:10]2[c:11]([CH:19]([OH:20])[CH:21]([O:22][CH2:23][c:24]3[cH:25][cH:26][cH:27][cH:28][cH:29]3)[CH:30]([O:31][CH2:32][c:33]3[cH:34][cH:35][cH:36][cH:37][cH:38]3)[CH:39]([O:40][CH2:41][c:42]3[cH:43][cH:44][cH:45][cH:46][cH:47]3)[CH:48]([OH:49])[CH2:50][O:51][CH2:52][c:53]3[cH:54][cH:55][cH:56][cH:57][cH:58]3)[cH:12][c:13]3[cH:14][cH:15][cH:16][cH:17][c:18]23)[cH:2][cH:3][cH:4][cH:5][cH:6]1. The reactants are [H-].[H-].[H-].[H-].[Li+].[Al+3] (LiAlH4), C(C)OC(=O)C1=CC=C(C2=CC(=CC=C12)C1=CC=C(C=C1)OCCC(CCCC(C)C)C)C(=O)OCC (6-(4-(3,7-dimethyloctyloxy)phenyl)naphthalene-1,4-dicarboxylic-acid diethyl ester). Run in C1CCOC1 (THF), C1CCOC1 (THF). Run at time 3 hour. Product: OCC1=CC=C(C2=CC(=CC=C12)C1=CC=C(C=C1)OCCC(CCCC(C)C)C)CO (1,4-bis(hydroxymethyl)-6-(4-(3,7-dimethyl octyloxy)phenyl)naphthalene). Reaction SMILES: [H-].[H-].[H-].[H-].[Li+].[Al+3].C([O:9][C:10]([C:12]1[C:21]2[C:16](=[CH:17][C:18]([C:22]3[CH:27]=[CH:26][C:25]([O:28][CH2:29][CH2:30][CH:31]([CH3:38])[CH2:32][CH2:33][CH2:34][CH:35]([CH3:37])[CH3:36])=[CH:24][CH:23]=3)=[CH:19][CH:20]=2)[C:15]([C:39](OCC)=[O:40])=[CH:14][CH:13]=1)=O)C>C1COCC1>[OH:9][CH2:10][C:12]1[C:21]2[C:16](=[CH:17][C:18]([C:22]3[CH:27]=[CH:26][C:25]([O:28][CH2:29][CH2:30][CH:31]([CH3:38])[CH2:32][CH2:33][CH2:34][CH:35]([CH3:37])[CH3:36])=[CH:24][CH:23]=3)=[CH:19][CH:20]=2)[C:15]([CH2:39][OH:40])=[CH:14][CH:13]=1 |f:0.1.2.3.4.5|. Procedure: Under argon atmosphere and with cooling in ice, 10.0 ml of THF solutions of LiAlH4 (1.0M) was added to 6-(4-(3,7-dimethyloctyloxy)phenyl)naphthalene-1,4-dicarboxylic-acid diethyl ester 1.42 g in THF solution, and stirred at a temperature as it was, for 3 hours. Reactants: CNC1CCN(c2nccs2)CC1, CC#N, O=C(O)C#Cc1ccccc1. The product is CN(C(=O)C#Cc1ccccc1)C1CCN(c2nccs2)CC1. RXN SMILES: [CH3:1][NH:2][CH:3]1[CH2:4][CH2:5][N:6]([c:9]2[s:10][cH:11][cH:12][n:13]2)[CH2:7][CH2:8]1.[CH3:25][C:26]#[N:27].[c:14]1([C:20]#[C:21][C:22](=[O:23])[OH:24])[cH:15][cH:16][cH:17][cH:18][cH:19]1>>[CH3:1][N:2]([CH:3]1[CH2:4][CH2:5][N:6]([c:9]2[s:10][cH:11][cH:12][n:13]2)[CH2:7][CH2:8]1)[C:22]([C:21]#[C:20][c:14]1[cH:15][cH:16][cH:17][cH:18][cH:19]1)=[O:23]. Yields the product CS(=O)(=O)C1=CC=C(C=C1)C=1C(=C(C=CC1)C(=O)C(O)C1=CC=C(C=C1)F)C1=CC=CC=C1 (4-Methylsulfonylphenyl-4′-fluorophenyl Benzoin). The reactants are O (water), CC=1C=C(SC1)C=1C(=C(C=CC1)C(=O)C(O)C1=CC=C(C=C1)F)C1=CC=CC=C1 (4-Methylthiophenyl-4′-fluorophenyl Benzoin), O (water), OOS(=O)[O-].[K+] (Oxone), O1CCCC1 (tetrahydrofuran), CO (methanol). Procedure: The sulfone was synthesized according to the procedure of Example 41, Step 4 using the product of Step 1 (1.8 g, 6.5 mmol) and Oxone® (10 g, 15 mmol) in methanol (125 ml), tetrahydrofuran (50 ml) and water (50 ml). Because of its water solubility, methylene chloride was used to extract the product from the aqueous reaction mixture. There was isolated 2.25 g (98%) of the desired benzoin as a crystalline solid: mp 106-107° C. Anal. Calc'd. for C15H13OF4S (MW 308.33): C, 58.43; H, 4.25; S, 10.40. F... The solvent is C(Cl)Cl (methylene chloride). Isolated yield 98.0%. As a reaction SMILES: CC1[CH:3]=[C:4]([C:7]2[C:8]([C:24]3[CH:29]=[CH:28][CH:27]=[CH:26][CH:25]=3)=[C:9]([C:13]([CH:15]([C:17]3[CH:22]=[CH:21][C:20]([F:23])=[CH:19][CH:18]=3)[OH:16])=[O:14])[CH:10]=[CH:11][CH:12]=2)SC=1.O[O:31][S:32]([O-:34])=O.[K+].O1[CH2:40][CH2:39][CH2:38][CH2:37]1.O.[CH3:42]O>C(Cl)Cl>[CH3:42][S:32]([C:38]1[CH:39]=[CH:40][C:4]([C:7]2[C:8]([C:24]3[CH:25]=[CH:26][CH:27]=[CH:28][CH:29]=3)=[C:9]([C:13]([CH:15]([C:17]3[CH:22]=[CH:21][C:20]([F:23])=[CH:19][CH:18]=3)[OH:16])=[O:14])[CH:10]=[CH:11][CH:12]=2)=[CH:3][CH:37]=1)(=[O:34])=[O:31] |f:1.2|. Reactants: C(C)OC(=O)C1=NC=CC2=C1NC1=CC=CC=C21 (ethyl-9H-pyrido[3,4-b]indole-1-carboxylate), CC(C)C[AlH]CC(C)C (DIBAL-H). Solvent: C(Cl)Cl (CH2Cl2). Reaction conditions: temperature -50 celsius, time 10 minute. Product: C1(=NC=CC=2C3=CC=CC=C3NC12)C=O (β-carboline-1-carbaldehyde). The yield is 45.0%. Reaction SMILES: C([O:3][C:4]([C:6]1[C:11]2[NH:12][C:13]3[C:18]([C:10]=2[CH:9]=[CH:8][N:7]=1)=[CH:17][CH:16]=[CH:15][CH:14]=3)=O)C.CC(C[AlH]CC(C)C)C>C(Cl)Cl>[C:6]1([CH:4]=[O:3])[C:11]2[NH:12][C:13]3[C:18](=[CH:17][CH:16]=[CH:15][CH:14]=3)[C:10]=2[CH:9]=[CH:8][N:7]=1. Procedure details: To a stirred solution of ethyl-9H-pyrido[3,4-b]indole-1-carboxylate, 1, (1.26 g, 5.24 mmol) in CH2Cl2 (50 mL) was added a DIBAL-H solution (1.0 M in toluene; 36.0 mL, 36.71 mmol) at −50° C. The mixture was stirred at −50° C. for 10 min and quenched by sequential addition of methanol (14.0 mL) and 10% NaOH (10 mL) at −50° C. Then the mixture was stirred at ambient temperature for an additional 1 h. The precipitates were removed by filtration through Celite and washed with CHCl3-methanol (10:1). T... Reactants: CN1N=CC(=C1C(NC1=CC=2N(C=C1)N=C(N2)N2CCOCC2)=O)C(=O)O (1-methyl-5-(2-morpholin-4-yl-[1,2,4]triazolo[1,5-a]pyridin-7-ylcarbamoyl)-1H-pyrazole-4-carboxylic acid), C(C)NCC (diethylamine), C(C)N(C(C)C)C(C)C (N-ethyldiisopropylamine), propylphosphonic acid cyclic anhydride. Solvent: O1CCCC1 (tetrahydrofurane). Reaction conditions: temperature 70 celsius, time 22 hour. Yields the product C(C)N(C(=O)C=1C=NN(C1C(=O)NC1=CC=2N(C=C1)N=C(N2)N2CCOCC2)C)CC (N4,N4-diethyl-1-methyl-N5-(2-morpholino-[1,2,4]triazolo[1,5-a]pyridin-7-yl)-1H-pyrazole-4,5-dicarboxamide). Isolated yield 81.3%. As a reaction SMILES: [CH3:1][N:2]1[C:6]([C:7](=[O:24])[NH:8][C:9]2[CH:14]=[CH:13][N:12]3[N:15]=[C:16]([N:18]4[CH2:23][CH2:22][O:21][CH2:20][CH2:19]4)[N:17]=[C:11]3[CH:10]=2)=[C:5]([C:25](O)=[O:26])[CH:4]=[N:3]1.[CH2:28]([NH:30][CH2:31][CH3:32])[CH3:29].C(N(C(C)C)C(C)C)C>O1CCCC1>[CH2:28]([N:30]([CH2:31][CH3:32])[C:25]([C:5]1[CH:4]=[N:3][N:2]([CH3:1])[C:6]=1[C:7]([NH:8][C:9]1[CH:14]=[CH:13][N:12]2[N:15]=[C:16]([N:18]3[CH2:19][CH2:20][O:21][CH2:22][CH2:23]3)[N:17]=[C:11]2[CH:10]=1)=[O:24])=[O:26])[CH3:29]. Procedure details: A mixture of 1-methyl-5-(2-morpholin-4-yl-[1,2,4]triazolo[1,5-a]pyridin-7-ylcarbamoyl)-1H-pyrazole-4-carboxylic acid (150 mg, 0.404 mmole), diethylamine (250 ul, 2.42 mmole), N-ethyldiisopropylamine (282 ul, 1.62 mmole) and propylphosphonic acid cyclic anhydride (50% in ethyl acetate, 606 ul, 1.01 mmole) in tetrahydrofurane (5 ml) is stirred for 22 h at 70° C. The solvent is removed under reduced pressure and the residue is triturated for 1 hr with sat. aqueous sodium bicarbonate solution (30 ml... Starting materials: O=Cc1cc(Br)c(O)c(OCc2ccccc2)c1, CSSC, c1ccncc1. Yields the product CSc1cc(C=O)cc(OCc2ccccc2)c1O. RXN SMILES: [Br:1][c:2]1[cH:3][c:4]([CH:5]=[O:6])[cH:7][c:8]([O:11][CH2:12][c:13]2[cH:14][cH:15][cH:16][cH:17][cH:18]2)[c:9]1[OH:10].[CH3:19][S:20][S:21][CH3:22].[cH:23]1[cH:24][cH:25][n:26][cH:27][cH:28]1>>[c:2]1([S:20][CH3:19])[cH:3][c:4]([CH:5]=[O:6])[cH:7][c:8]([O:11][CH2:12][c:13]2[cH:14][cH:15][cH:16][cH:17][cH:18]2)[c:9]1[OH:10].